This data is from the Open Reaction Database (ORD), a public repository of structured organic reaction records. The task is: describe an organic reaction: reactants, conditions, products, and yield The reactants are Cl, [NH4+], [OH-], CCCC(c1ccc(NC(C)=O)c([N+](=O)[O-])c1)n1ccnc1. Yields the product CCCC(c1ccc(N)c([N+](=O)[O-])c1)n1ccnc1. RXN SMILES: [ClH:23].[NH4+:24].[OH-:25].[n:1]1([CH:6]([CH2:7][CH2:8][CH3:9])[c:10]2[cH:11][c:12]([N+:20](=[O:21])[O-:22])[c:13]([NH:16][C:17](=[O:18])[CH3:19])[cH:14][cH:15]2)[cH:2][n:3][cH:4][cH:5]1>>[n:1]1([CH:6]([CH2:7][CH2:8][CH3:9])[c:10]2[cH:11][c:12]([N+:20](=[O:21])[O-:22])[c:13]([NH2:16])[cH:14][cH:15]2)[cH:2][n:3][cH:4][cH:5]1.